Dataset: the Open Reaction Database (ORD), a public repository of structured organic reaction records. Task: describe an organic reaction: reactants, conditions, products, and yield Reactants: ethyl ester, N([C@@H](CC1=CC=CC=C1)C(=O)N[C@@H](CCSC)CO)C(=O)OC(C)(C)C (Boc-Phe-Met-ol), Cl (HCl). Run in O1CCOCC1 (dioxane), O1CCOCC1 (dioxane). Procedure details: A solution of 21.1 g Boc-Phe-Met-ol in 20 ml dioxane is added at 0° C. to 130 ml 5 N HCl in dioxane. After reaction for 1 hour at 0° C., 400 ml ethyl ester are added, the precipitate filtered under suction, washed with ethyl ether and dried over P2O5 and KOH under vacuum, to yield the title compound: [α]D20 =+8.8° (c=1 in DMF), decomposition at 200° C. Yields the product N[C@@H](CC1=CC=CC=C1)C(=O)N[C@@H](CCSC)CO.Cl (H-Phe-Met-ol hydrochloride). RXN SMILES: [NH:1](C(OC(C)(C)C)=O)[C@H:2]([C:10]([NH:12][C@H:13]([CH2:18][OH:19])[CH2:14][CH2:15][S:16][CH3:17])=[O:11])[CH2:3][C:4]1[CH:9]=[CH:8][CH:7]=[CH:6][CH:5]=1.[ClH:27]>O1CCOCC1>[NH2:1][C@H:2]([C:10]([NH:12][C@H:13]([CH2:18][OH:19])[CH2:14][CH2:15][S:16][CH3:17])=[O:11])[CH2:3][C:4]1[CH:9]=[CH:8][CH:7]=[CH:6][CH:5]=1.[ClH:27] |f:3.4|. The reactants are C(C)(C)(C)OC(NC=1COC[C@@](N1)(C)C1=CC(=CC(=C1)[N+](=O)[O-])Br)=O ([(R)-5-(3-Bromo-5-nitro-phenyl)-5-methyl-5,6-dihydro-2H-[1,4]oxazin-3-yl]-carbamic acid tert-butyl ester). The reagents and catalysts are [Ni] (Raney-Nickel). Run in CO (methanol). Conditions: time 1.5 hour. Yields the product C(C)(C)(C)OC(NC=1COC[C@@](N1)(C)C1=CC(=CC(=C1)Br)N)=O ([(R)-5-(3-Amino-5-bromo-phenyl)-5-methyl-5,6-dihydro-2H-[1,4]oxazin-3-yl]-carbamic acid tert-butyl ester). As a reaction SMILES: [C:1]([O:5][C:6](=[O:25])[NH:7][C:8]1[CH2:9][O:10][CH2:11][C@:12]([C:15]2[CH:20]=[C:19]([N+:21]([O-])=O)[CH:18]=[C:17]([Br:24])[CH:16]=2)([CH3:14])[N:13]=1)([CH3:4])([CH3:3])[CH3:2]>CO.[Ni]>[C:1]([O:5][C:6](=[O:25])[NH:7][C:8]1[CH2:9][O:10][CH2:11][C@:12]([C:15]2[CH:16]=[C:17]([Br:24])[CH:18]=[C:19]([NH2:21])[CH:20]=2)([CH3:14])[N:13]=1)([CH3:2])([CH3:3])[CH3:4]. Procedure details: [(R)-5-(3-Bromo-5-nitro-phenyl)-5-methyl-5,6-dihydro-2H-[1,4]oxazin-3-yl]-carbamic acid tert-butyl ester (930 mg, 2.13 mmol) was dissolved in 5 ml methanol. Raney-Nickel was added and the reaction was hydrogenated for 1.5 hrs at r.t. The reaction was filtered over Celite, washed with dichloromethane/methanol (9/1). Volatiles were removed under reduced pressure yielding the title compound as white solid. The reactants are [BH4-], C1CCOC1, CCO, [Ca+2], [Cl-], [Cl-], Cl, [Na+], O, CCOC(=O)CC(O)(c1ccc2cc(C(=O)NC)ccc2c1)c1cn(C(c2ccccc2)(c2ccccc2)c2ccccc2)cn1. Yields the product CNC(=O)c1ccc2cc(C(O)(CCO)c3cn(C(c4ccccc4)(c4ccccc4)c4ccccc4)cn3)ccc2c1. RXN SMILES: [BH4-:1].[CH2:53]1[O:54][CH2:55][CH2:56][CH2:57]1.[CH3:59][CH2:60][OH:61].[Ca+2:5].[Cl-:3].[Cl-:4].[ClH:52].[Na+:2].[OH2:58].[OH:6][C:7]([CH2:8][C:9](=[O:10])[O:11][CH2:12][CH3:13])([c:14]1[n:15][cH:16][n:17]([C:19]([c:20]2[cH:21][cH:22][cH:23][cH:24][cH:25]2)([c:26]2[cH:27][cH:28][cH:29][cH:30][cH:31]2)[c:32]2[cH:33][cH:34][cH:35][cH:36][cH:37]2)[cH:18]1)[c:38]1[cH:39][c:40]2[cH:41][cH:42][c:43]([C:48](=[O:49])[NH:50][CH3:51])[cH:44][c:45]2[cH:46][cH:47]1>>[OH:6][C:7]([CH2:8][CH2:9][OH:10])([c:14]1[n:15][cH:16][n:17]([C:19]([c:20]2[cH:21][cH:22][cH:23][cH:24][cH:25]2)([c:26]2[cH:27][cH:28][cH:29][cH:30][cH:31]2)[c:32]2[cH:33][cH:34][cH:35][cH:36][cH:37]2)[cH:18]1)[c:38]1[cH:39][c:40]2[cH:41][cH:42][c:43]([C:48](=[O:49])[NH:50][CH3:51])[cH:44][c:45]2[cH:46][cH:47]1. Reactants: CCOC(=O)C(C)=O, Nc1ccc(Cl)c(Cl)c1. Product: CCOC(=O)C(C)Nc1ccc(Cl)c(Cl)c1. RXN SMILES: [C:10]([C:11](=[O:12])[CH3:13])(=[O:14])[O:15][CH2:16][CH3:17].[NH2:1][c:2]1[cH:3][cH:4][c:5]([Cl:6])[c:7]([Cl:8])[cH:9]1>>[NH:1]([c:2]1[cH:3][cH:4][c:5]([Cl:6])[c:7]([Cl:8])[cH:9]1)[CH:11]([C:10](=[O:14])[O:15][CH2:16][CH3:17])[CH3:13]. Reactants: ClCCl, CN(C)C=O, CS(=O)(=O)c1ccc(C(CC2CCCC2)C(=O)O)cc1Cl, O=C(Cl)C(=O)Cl, Nc1cnc(C2OCCO2)cn1, c1ccncc1. Yields the product CS(=O)(=O)c1ccc(C(CC2CCCC2)C(=O)Nc2cnc(C3OCCO3)cn2)cc1Cl. Reaction SMILES: [CH2:46]([Cl:47])[Cl:48].[CH3:49][N:50]([CH3:51])[CH:52]=[O:53].[Cl:1][c:2]1[cH:3][c:4]([CH:12]([C:13](=[O:14])[OH:15])[CH2:16][CH:17]2[CH2:18][CH2:19][CH2:20][CH2:21]2)[cH:5][cH:6][c:7]1[S:8](=[O:9])(=[O:10])[CH3:11].[Cl:22][C:23]([C:24]([Cl:25])=[O:26])=[O:27].[O:28]1[CH:29]([c:33]2[n:34][cH:35][c:36]([NH2:39])[n:37][cH:38]2)[O:30][CH2:31][CH2:32]1.[cH:40]1[cH:41][cH:42][n:43][cH:44][cH:45]1>>[Cl:1][c:2]1[cH:3][c:4]([CH:12]([C:13](=[O:15])[NH:39][c:36]2[cH:35][n:34][c:33]([CH:29]3[O:28][CH2:32][CH2:31][O:30]3)[cH:38][n:37]2)[CH2:16][CH:17]2[CH2:18][CH2:19][CH2:20][CH2:21]2)[cH:5][cH:6][c:7]1[S:8](=[O:9])(=[O:10])[CH3:11]. Reactants: CC1(OC2=C(C(C1)C1=NC=CC=C1)C=C(C=C2)C(=O)N)C ((-)-3,4-dihydro-2,2-dimethyl-4-(2-pyridyl)-2H-1-benzopyran-6-carboxamide), OC(C(OC1=CC=C(C#N)C=C1)(C)C)CC1=NC=CN=C1 (4-[2-hydroxy-1,1-dimethyl-3(2-pyrazinyl)propoxy]benzonitrile), ClC1=CC(=CC=C1)C(=O)OO (m-chloroperbenzoic acid). Solvent: ClCCl (dichloromethane). Conditions: time 24 hour. Product: C(#N)C1=CC=C(OC(C(CC2=[N+](C=CN=C2)[O-])O)(C)C)C=C1 (2-[3-(4-cyanophenoxy)-2-hydroxy-3-methylbutyl]pyrazine 1-oxide). Isolated yield 47.2%. Reaction SMILES: CC1(C)CC(C2C=CC=CN=2)C2C=C(C(N)=O)C=CC=2[O:3]1.[OH:22][CH:23]([CH2:36][C:37]1[CH:42]=[N:41][CH:40]=[CH:39][N:38]=1)[C:24]([CH3:35])([CH3:34])[O:25][C:26]1[CH:33]=[CH:32][C:29]([C:30]#[N:31])=[CH:28][CH:27]=1.ClC1C=CC=C(C(OO)=O)C=1>ClCCl>[C:30]([C:29]1[CH:28]=[CH:27][C:26]([O:25][C:24]([CH3:34])([CH3:35])[CH:23]([OH:22])[CH2:36][C:37]2[CH:42]=[N:41][CH:40]=[CH:39][N+:38]=2[O-:3])=[CH:33][CH:32]=1)#[N:31]. Procedure details: The 6-[5-cyano-2-hydroxy-α-(2-methylpropenyl)benzyl]pyrazine 1-oxide used as the starting material was prepared as follows: (A) 10 ml of a 1.2M solution of butyllithium in n-hexane were added to a solution of 1.68 ml of diisopropylamine in 10 ml of tetrahydrofuran while stirring at -78° C. under a nitrogen atmosphere The solution was stirred for a further 15 minutes and then 0.94 g of 2-methylpyrazine in 20 ml of tetrahydrofuran was added. The solution was allowed to warm to 20° C. and was stirr... Starting materials: C1CCC(CC1)N=C=NC2CCCCC2 (DCC), CN(C=O)C (N,N-dimethylformamide), CS(=O)(=O)O.N(C(=N)N)CC1=CC=C(O1)C(=O)O (5-guanidinomethyl-furan-2-carboxylic acid methanesulfonate), CS(=O)(=O)OC1=CC2=CC=C(C=C2C=C1)C(N)=N (6-amidino-2-naphthol methanesulfonate). Reagents/catalysts: CN(C1=CC=NC=C1)C (4-dimethylaminopyridine). The solvent is N1=CC=CC=C1 (pyridine). Run at time 30 minute. The product is CS(=O)(=O)O.CS(=O)(=O)O.N(C(=N)N)CC1=CC=C(O1)C(=O)OC1=CC2=CC=C(C=C2C=C1)C(N)=N (6-amidino-2-naphthyl 5-guanidinomethyl-furan-2-carboxylate dimethanesulfonate). As a reaction SMILES: CN(C)C=O.[CH3:6][S:7]([OH:10])(=[O:9])=[O:8].[NH:11]([CH2:15][C:16]1[O:20][C:19]([C:21]([OH:23])=[O:22])=[CH:18][CH:17]=1)[C:12]([NH2:14])=[NH:13].[CH3:24][S:25]([O:28][C:29]1[CH:38]=[CH:37][C:36]2[C:31](=[CH:32][CH:33]=[C:34]([C:39](=[NH:41])[NH2:40])[CH:35]=2)[CH:30]=1)(=[O:27])=[O:26].C1CCC(N=C=NC2CCCCC2)CC1>CN(C)C1C=CN=CC=1.N1C=CC=CC=1>[CH3:6][S:7]([OH:10])(=[O:9])=[O:8].[CH3:24][S:25]([OH:28])(=[O:27])=[O:26].[NH:11]([CH2:15][C:16]1[O:20][C:19]([C:21]([O:23][C:29]2[CH:38]=[CH:37][C:36]3[C:31](=[CH:32][CH:33]=[C:34]([C:39](=[NH:40])[NH2:41])[CH:35]=3)[CH:30]=2)=[O:22])=[CH:18][CH:17]=1)[C:12]([NH2:14])=[NH:13] |f:1.2,7.8.9|. Procedure details: ##STR50## In a solvent mixture of 8 ml of dry N,N-dimethylformamide (DMF) and dry pyridine, were dissolved 2.0 g of 5-guanidinomethyl-furan-2-carboxylic acid methanesulfonate and 1.8 g of 6-amidino-2-naphthol methanesulfonate. To the resulting solution, while being cooled in ice, were added 1.8 g of DCC and a catalytic amount of 4-dimethylaminopyridine. The mixture was stirred for 30 minutes with cooling in ice and then overnight at 30° C. The insolubles were removed by filtration and ethyl ethe... The yield is 59.0%. Procedure details: To a solution of the N-{1-tert-butyl-4-[5-chloro-2-(2-cyano-4-{[(2,4-dimethoxybenzyl)(1,2,4-thiadiazol-5-yl)amino]sulfonyl}phenoxy)phenyl]-1H-pyrazol-5-yl}-2,2,2-trifluoroacetamide (Preparation 419, 157 mg, 0.20 mmol) in methanol (15 ml) was added hydrogen chloride (4 M in 1,4-dioxane, 3 ml). The resulting yellow solution was stirred and heated at 60° C. for 48 hours. The solvent removed in vacuo to afford a pale yellow residue. The material was purified by column chromatography (80 g silica gel... Run in CO (methanol). Run at temperature 60 celsius. As a reaction SMILES: C([N:5]1[C:9]([NH:10]C(=O)C(F)(F)F)=[C:8]([C:17]2[CH:22]=[C:21]([Cl:23])[CH:20]=[CH:19][C:18]=2[O:24][C:25]2[CH:30]=[CH:29][C:28]([S:31]([N:34](CC3C=CC(OC)=CC=3OC)[C:35]3[S:39][N:38]=[CH:37][N:36]=3)(=[O:33])=[O:32])=[CH:27][C:26]=2[C:51]#[N:52])[CH:7]=[N:6]1)(C)(C)C.Cl>CO>[NH2:10][C:9]1[NH:5][N:6]=[CH:7][C:8]=1[C:17]1[CH:22]=[C:21]([Cl:23])[CH:20]=[CH:19][C:18]=1[O:24][C:25]1[CH:30]=[CH:29][C:28]([S:31]([NH:34][C:35]2[S:39][N:38]=[CH:37][N:36]=2)(=[O:32])=[O:33])=[CH:27][C:26]=1[C:51]#[N:52]. Yields the product NC1=C(C=NN1)C1=C(OC2=C(C=C(C=C2)S(=O)(=O)NC2=NC=NS2)C#N)C=CC(=C1)Cl (4-[2-(5-amino-1H-pyrazol-4-yl)-4-chlorophenoxy]-3-cyano-N-1,2,4-thiadiazol-5-ylbenzenesulfonamide). Starting materials: C(C)(C)(C)N1N=CC(=C1NC(C(F)(F)F)=O)C1=C(C=CC(=C1)Cl)OC1=C(C=C(C=C1)S(=O)(=O)N(C1=NC=NS1)CC1=C(C=C(C=C1)OC)OC)C#N (N-{1-tert-butyl-4-[5-chloro-2-(2-cyano-4-{[(2,4-dimethoxybenzyl)(1,2,4-thiadiazol-5-yl)amino]sulfonyl}phenoxy)phenyl]-1H-pyrazol-5-yl}-2,2,2-trifluoroacetamide), Cl (hydrogen chloride). The reactants are N[C@H]1CCN(CCC1)C1=C(C=NN1C)NC(=O)C=1N=C(SC1NC(OC(C)(C)C)=O)C1=C(C=CC=C1F)F ((R)-tert-butyl 4-(5-(4-aminoazepan-1-yl)-1-methyl-1H-pyrazol-4-ylcarbamoyl)-2-(2,6-difluorophenyl)thiazol-5-ylcarbamate), FC(S(=O)(=O)OCC(F)(F)F)(F)F (2,2,2-trifluoroethyl trifluoromethanesulfonate), C(C)(C)N(C(C)C)CC (N,N-diisopropylethylamine). Solvent: C(Cl)Cl.CN(C)C=O (methylene chloride DMF). Run at time 8 hour. Product: FC1=C(C(=CC=C1)F)C=1SC(=C(N1)C(NC=1C=NN(C1N1CC[C@@H](CCC1)NCC(F)(F)F)C)=O)NC(OC(C)(C)C)=O ((R)-tert-butyl 2-(2,6-difluorophenyl)-4-(1-methyl-5-(4-(2,2,2-trifluoroethylamino)azepan-1-yl)-1H-pyrazol-4-ylcarbamoyl)thiazol-5-ylcarbamate). Isolated yield 74.7%. RXN SMILES: [NH2:1][C@@H:2]1[CH2:8][CH2:7][CH2:6][N:5]([C:9]2[N:13]([CH3:14])[N:12]=[CH:11][C:10]=2[NH:15][C:16]([C:18]2[N:19]=[C:20]([C:31]3[C:36]([F:37])=[CH:35][CH:34]=[CH:33][C:32]=3[F:38])[S:21][C:22]=2[NH:23][C:24](=[O:30])[O:25][C:26]([CH3:29])([CH3:28])[CH3:27])=[O:17])[CH2:4][CH2:3]1.FC(F)(F)S(O[CH2:45][C:46]([F:49])([F:48])[F:47])(=O)=O.C(N(CC)C(C)C)(C)C>C(Cl)Cl.CN(C=O)C>[F:38][C:32]1[CH:33]=[CH:34][CH:35]=[C:36]([F:37])[C:31]=1[C:20]1[S:21][C:22]([NH:23][C:24](=[O:30])[O:25][C:26]([CH3:29])([CH3:28])[CH3:27])=[C:18]([C:16](=[O:17])[NH:15][C:10]2[CH:11]=[N:12][N:13]([CH3:14])[C:9]=2[N:5]2[CH2:6][CH2:7][CH2:8][C@@H:2]([NH:1][CH2:45][C:46]([F:49])([F:48])[F:47])[CH2:3][CH2:4]2)[N:19]=1 |f:3.4|. Procedure details: (R)-tert-butyl 4-(5-(4-aminoazepan-1-yl)-1-methyl-1H-pyrazol-4-ylcarbamoyl)-2-(2,6-difluorophenyl)thiazol-5-ylcarbamate (112 mg, 0.204 mmol) and 2,2,2-trifluoroethyl trifluoromethanesulfonate (95 mg, 0.409 mmol) were dissolved in methylene chloride/DMF (1.5 mL/1.5 mL). N,N-diisopropylethylamine (132 mg, 1.02 mmol) was added and the mixture was stirred at room temperature overnight. The reaction mixture was concentrated to remove DMF, redissolved in ethyl acetate and washed with brine. The aqueou...